Dataset: the Open Reaction Database (ORD), a public repository of structured organic reaction records. Task: describe an organic reaction: reactants, conditions, products, and yield The product is COc1cc(C(=O)NCCN2CCCC2)ccc1[N+](=O)[O-]. Reaction SMILES: [CH3:1][O:2][c:3]1[cH:4][c:5]([C:6](=[O:7])[NH:8][CH:9]2[CH2:10][N:11]([CH3:14])[CH2:12][CH2:13]2)[cH:15][cH:16][c:17]1[N+:18](=[O:19])[O-:20].[N:21]1([CH2:23][CH2:24][NH2:25])[CH2:22][CH2:28][CH2:27][CH2:26]1>>[CH3:1][O:2][c:3]1[cH:4][c:5]([C:6](=[O:7])[NH:8][CH2:9][CH2:10][N:11]2[CH2:12][CH2:13][CH2:22][CH2:14]2)[cH:15][cH:16][c:17]1[N+:18](=[O:19])[O-:20]. Starting materials: COc1cc(C(=O)NC2CCN(C)C2)ccc1[N+](=O)[O-], NCCN1CCCC1. The reactants are O (water), OCC(=O)[C@@H](O)[C@H](O)[C@H](O)CO (fructose), MgCl2.6H2O, OCC(=O)[C@@H](O)[C@H](O)[C@H](O)CO (fructose), O (water), Cl (hydrochloric acid). The solvent is C1(=CC=CC=C1)C (toluene), C1(=CC=CC=C1)C (toluene), C1(=CC=CC=C1)C (toluene). Conditions: time 30 minute. Product: ClCC1=CC=C(C=O)O1 (5-chloromethylfurfural). The yield is 86.5%. RXN SMILES: O.[OH:2][CH2:3][C:4]([C@H:6]([C@@H:8]([C@@H:10]([CH2:12]O)[OH:11])O)O)=O.[ClH:14]>C1(C)C=CC=CC=1>[Cl:14][CH2:12][C:10]1[O:11][C:4]([CH:3]=[O:2])=[CH:6][CH:8]=1. Procedure: 150 Ml of toluene was introduced to the same flask as used in Example 1, and while introducing a nitrogen gas with slow stirring of toluene, the temperature of the water bath was set at 75° C. Thereafter, a paste-like liquid prepared by well-mixing 18.0 g of crystalline fructose with 2.2 g of water, and then 20.4 g (one equivalent based on the fed fructose) of MgCl2.6H2O were successively added to the stirred toluene layer. After completion of the addition, stirring was carried out at 400 r.p.m.... Starting materials: O (water), C([O-])([O-])=O.[K+].[K+] (Potassium carbonate), C(C)I (ethyl iodide), COC=1C(=CC=2C3=C(C=NC2C1)NN=C3C3=CC=C(C#N)C=C3)OC (4-(7,8-Dimethoxy-3H-pyrazolo[3,4-c]quinolin-1-yl)benzonitrile). Solvent: CN(C=O)C (N,N-dimethylformamide). Reaction conditions: time 3 hour. Product: COC=1C(=CC=2C3=C(C=NC2C1)N(N=C3C3=CC=C(C#N)C=C3)CC)OC (4-(7,8-dimethoxy-3-ethyl-3H-pyrazolo[3,4-c]quinolin-1-yl)benzonitrile). The yield is 34000.0%. As a reaction SMILES: [CH3:1][O:2][C:3]1[C:4]([O:24][CH3:25])=[CH:5][C:6]2[C:7]3[C:15]([C:16]4[CH:23]=[CH:22][C:19]([C:20]#[N:21])=[CH:18][CH:17]=4)=[N:14][NH:13][C:8]=3[CH:9]=[N:10][C:11]=2[CH:12]=1.C(=O)([O-])[O-].[K+].[K+].[CH2:32](I)[CH3:33].O>CN(C)C=O>[CH3:1][O:2][C:3]1[C:4]([O:24][CH3:25])=[CH:5][C:6]2[C:7]3[C:15]([C:16]4[CH:17]=[CH:18][C:19]([C:20]#[N:21])=[CH:22][CH:23]=4)=[N:14][N:13]([CH2:32][CH3:33])[C:8]=3[CH:9]=[N:10][C:11]=2[CH:12]=1 |f:1.2.3|. Reported procedure: 4-(7,8-Dimethoxy-3H-pyrazolo[3,4-c]quinolin-1-yl)benzonitrile (132 mg, 400 μmol) is dissolved in N,N-dimethylformamide (5 ml). Potassium carbonate (111 mg, 800 μmol) and ethyl iodide (37 μl, 440 μmol) is subsequently added. The reaction mixture is stirred at room temperature for 3 h. The mixture is subsequently poured into water (100 ml) and extracted twice with ethyl acetate (100 ml each time). The combined organic phases are washed once with water (50 ml), dried over Na2SO4, filtered with suct... Reactants: [Cl-].[NH4+] (ammonium chloride), C1(CC1)C1(CCC2=CC(=CC=C12)F)O (1-Cyclopropyl-5-fluoro-2,3-dihydro-1H-inden-1-ol), CSCC=1C=CC=C2C=CNC12 (7-[(Methylsulfanyl)methyl]-1H-indole), FC(C(=O)O)(F)F (trifluoroacetic acid). Run in ClCCl (dichloromethane), ClCCl (dichloromethane). Run at temperature 0 celsius, time 4 hour. Yields the product C1(CC1)C1(CCC2=CC(=CC=C12)F)C1=CNC2=C(C=CC=C12)CSC (3-(1-Cyclopropyl-5-fluoro-2,3-dihydro-1H-inden-1-yl)-7-[(methylsulfanyl)methyl]-1H-indole). As a reaction SMILES: [CH:1]1([C:4]2(O)[C:12]3[C:7](=[CH:8][C:9]([F:13])=[CH:10][CH:11]=3)[CH2:6][CH2:5]2)[CH2:3][CH2:2]1.[CH3:15][S:16][CH2:17][C:18]1[CH:19]=[CH:20][CH:21]=[C:22]2[C:26]=1[NH:25][CH:24]=[CH:23]2.FC(F)(F)C(O)=O.[Cl-].[NH4+]>ClCCl>[CH:1]1([C:4]2([C:23]3[C:22]4[C:26](=[C:18]([CH2:17][S:16][CH3:15])[CH:19]=[CH:20][CH:21]=4)[NH:25][CH:24]=3)[C:12]3[C:7](=[CH:8][C:9]([F:13])=[CH:10][CH:11]=3)[CH2:6][CH2:5]2)[CH2:3][CH2:2]1 |f:3.4|. Reported procedure: 200 mg (0.78 mmol) of the compound from Example 76A with a purity of 75% and 152 mg (0.86 mmol) of the compound from Example 8A were introduced into 3.8 ml of dichloromethane at 0° C., 0.07 ml (0.94 mmol) of trifluoroacetic acid was added, and the mixture was stirred at 0° C. for 4 h. It was diluted with dichloromethane and added to saturated aqueous ammonium chloride solution, the phases were separated, the aqueous phase was extracted with dichloromethane, and the combined organic phases were d... Reactants: C(C)C=1C(=NC(=C(C(=O)OC)C1)OC)C1=CC2=C(N(C(=C2)C=O)C)S1 (methyl 5-ethyl-6-(5-formyl-6-methyl-6H-thieno[2,3-b]pyrrol-2-yl)-2-methoxynicotinate), N1CCCC1 (pyrrolidine), [BH-](OC(=O)C)(OC(=O)C)OC(=O)C.[Na+] (NaBH(OAc)3), CC(=O)O (AcOH). Run in ClC(C)Cl (dichloroethane). Conditions: time 8 hour. Product: C(C)C=1C(=NC(=C(C(=O)OC)C1)OC)C1=CC2=C(N(C(=C2)CN2CCCC2)C)S1 (Methyl 5-ethyl-2-methoxy-6-(6-methyl-5-(pyrrolidin-1-ylmethyl)-6H-thieno[2,3-b]pyrrol-2-yl)nicotinate). The yield is 85.8%. RXN SMILES: [CH2:1]([C:3]1[C:4]([C:15]2[S:25][C:18]3[N:19]([CH3:24])[C:20]([CH:22]=O)=[CH:21][C:17]=3[CH:16]=2)=[N:5][C:6]([O:13][CH3:14])=[C:7]([CH:12]=1)[C:8]([O:10][CH3:11])=[O:9])[CH3:2].[NH:26]1[CH2:30][CH2:29][CH2:28][CH2:27]1.CC(O)=O.[BH-](OC(C)=O)(OC(C)=O)OC(C)=O.[Na+]>ClC(Cl)C>[CH2:1]([C:3]1[C:4]([C:15]2[S:25][C:18]3[N:19]([CH3:24])[C:20]([CH2:22][N:26]4[CH2:30][CH2:29][CH2:28][CH2:27]4)=[CH:21][C:17]=3[CH:16]=2)=[N:5][C:6]([O:13][CH3:14])=[C:7]([CH:12]=1)[C:8]([O:10][CH3:11])=[O:9])[CH3:2] |f:3.4|. Reported procedure: To solution of methyl 5-ethyl-6-(5-formyl-6-methyl-6H-thieno[2,3-b]pyrrol-2-yl)-2-methoxynicotinate (49.4 mg, 0.14 mmol) in dichloroethane (1.5 mL) was added pyrrolidine (20 μL, 0.24 mmol) followed by AcOH (15 μL, 0.25 mmol). After stirring at room temperature for 10 min NaBH(OAc)3 (60 mg, 0.28 mmol) was added. Reaction was stirred at room temperature overnight and then quenched with NaHCO3 solution (aqueous saturated, 5 mL). Product was extracted with DCM (3×7 mL). Organic phase was dried over ... Reactants: O=[N+]([O-])c1oc2ccccc2c1Br, CN(C)C=O, [H-], [Na+], O, c1c[nH]cn1. The product is O=[N+]([O-])c1oc2ccccc2c1-n1ccnc1. RXN SMILES: [Br:13][c:14]1[c:15]([N+:23](=[O:24])[O-:25])[o:16][c:17]2[c:18]1[cH:19][cH:20][cH:21][cH:22]2.[CH3:6][N:7]([CH3:8])[CH:9]=[O:10].[H-:11].[Na+:12].[OH2:26].[nH:1]1[cH:2][n:3][cH:4][cH:5]1>>[n:1]1(-[c:14]2[c:15]([N+:23](=[O:24])[O-:25])[o:16][c:17]3[c:18]2[cH:19][cH:20][cH:21][cH:22]3)[cH:2][n:3][cH:4][cH:5]1. The reactants are [Cl-].[NH4+] (ammonium chloride), C[Si](C)(C)C#C (trimethylsilylacetylene), C(CCC)[Li] (n-butyllithium), C(C=C)OC(=O)N1CC(CC1)=O (1-allyloxycarbonyl-3-oxopyrrolidine). Run in C(C)(=O)OCC (ethyl acetate), O1CCCC1 (tetrahydrofuran), CCCCCC (n-hexane), O1CCCC1 (tetrahydrofuran). Conditions: temperature -50 celsius, time 1 hour. Yields the product C(C=C)OC(=O)N1CC(CC1)(C#C[Si](C)(C)C)O (1-allyloxycarbonyl-3-hydroxy-3-trimethylsilylethynylpyrrolidine). Reaction SMILES: [CH3:1][Si:2]([C:5]#[CH:6])([CH3:4])[CH3:3].C([Li])CCC.[CH2:12]([O:15][C:16]([N:18]1[CH2:22][CH2:21][C:20](=[O:23])[CH2:19]1)=[O:17])[CH:13]=[CH2:14].[Cl-].[NH4+]>O1CCCC1.CCCCCC.C(OCC)(=O)C>[CH2:12]([O:15][C:16]([N:18]1[CH2:22][CH2:21][C:20]([OH:23])([C:6]#[C:5][Si:2]([CH3:4])([CH3:3])[CH3:1])[CH2:19]1)=[O:17])[CH:13]=[CH2:14] |f:3.4|. Procedure: To a solution of trimethylsilylacetylene (16.3 ml) in tetrahydrofuran (100 ml) were added successively a solution of n-butyllithium in n-hexane (1.50M, 70 ml) and a solution of 1-allyloxycarbonyl-3-oxopyrrolidine (15 g) in tetrahydrofuran (15 ml) at -50° C. After stirring at -50° C. for 1 hour, to the mixture was added a mixture of aqueous ammonium chloride and ethyl acetate at 0° C. The organic layer was separated and the aqueous layer was extracted with ethyl acetate twice. The organic layers ... Starting materials: OC=1NC2=CC=C(C=C2C1C1=NC=C(C=C1)CN1CCOCC1)C(=O)OC (methyl 2-hydroxy-3-[5-(morpholin-4-ylmethyl)pyridin-2-yl]-1H-indole-5-carboxylate), Cl.NCCS(=O)(=O)N (2-aminoethanesulfonamide hydrochloride), C[Al](C)C (trimethylaluminium). Solvent: C(O)([O-])=O.[Na+] (sodium hydrogen carbonate). Product: Cl.NS(=O)(=O)CCNC(=O)C=1C=C2C(=C(NC2=CC1)O)C1=NC=C(C=C1)CN1CCOCC1 (N-[2-(Aminosulfonyl)ethyl]-2-hydroxy-3-[5-(morpholin-4-ylmethyl)pyridin-2-yl]-1H-indole-5-carboxamide hydrochloride). The yield is 40.0%. RXN SMILES: [OH:1][C:2]1[NH:3][C:4]2[C:9]([C:10]=1[C:11]1[CH:16]=[CH:15][C:14]([CH2:17][N:18]3[CH2:23][CH2:22][O:21][CH2:20][CH2:19]3)=[CH:13][N:12]=1)=[CH:8][C:7]([C:24]([O:26]C)=O)=[CH:6][CH:5]=2.[ClH:28].[NH2:29][CH2:30][CH2:31][S:32]([NH2:35])(=[O:34])=[O:33].C[Al](C)C>C(=O)([O-])O.[Na+]>[ClH:28].[NH2:35][S:32]([CH2:31][CH2:30][NH:29][C:24]([C:7]1[CH:8]=[C:9]2[C:4](=[CH:5][CH:6]=1)[NH:3][C:2]([OH:1])=[C:10]2[C:11]1[CH:16]=[CH:15][C:14]([CH2:17][N:18]2[CH2:19][CH2:20][O:21][CH2:22][CH2:23]2)=[CH:13][N:12]=1)=[O:26])(=[O:34])=[O:33] |f:1.2,4.5,6.7|. Procedure: Starting materials: methyl 2-hydroxy-3-[5-(morpholin-4-ylmethyl)pyridin-2-yl]-1H-indole-5-carboxylate and 2-aminoethanesulfonamide hydrochloride, but the reaction mixture was heated at 80° C. for 22 h. After the first 2 h, an additional 6 eqv. of trimethylaluminium was added to the reaction mixture. The mixture was cooled, diluted with a saturated sodium hydrogen carbonate solution (10 mL) and concentrated in vacuo. The residue was suspended in methanol/dichloromethane, (1:1), silica gel (˜2 g) ... Starting materials: C(C)(C)N(CC)C(C)C (N,N-diisopropyl-N-ethyl-amine), C(=O)(Cl)Cl (phosgene), IC1=CC=C(N=N1)NCCNC(OC(C)(C)C)=O (tert. butyl [2-(6-iodo-pyridazin-3-ylamino)-ethyl]-carbamate), solution. The solvent is C(C)(=O)OCC (ethyl acetate), ClCCl (dichloromethane), C1(=CC=CC=C1)C (toluene). Conditions: time 8 hour. Product: IC1=CC=C(N=N1)N1C(N(CC1)C(=O)OC(C)(C)C)=O (tert-butyl 3-(6-iodo-pyridazin-3-yl)-2-oxo-imidazolidine-1-carboxylate). Reaction SMILES: [I:1][C:2]1[N:7]=[N:6][C:5]([NH:8][CH2:9][CH2:10][NH:11][C:12](=[O:18])[O:13][C:14]([CH3:17])([CH3:16])[CH3:15])=[CH:4][CH:3]=1.C(N(C(C)C)CC)(C)C.[C:28](Cl)(Cl)=[O:29]>ClCCl.C1(C)C=CC=CC=1.C(OCC)(=O)C>[I:1][C:2]1[N:7]=[N:6][C:5]([N:8]2[CH2:9][CH2:10][N:11]([C:12]([O:13][C:14]([CH3:15])([CH3:17])[CH3:16])=[O:18])[C:28]2=[O:29])=[CH:4][CH:3]=1. Procedure details: 385 mg tert. butyl [2-(6-iodo-pyridazin-3-ylamino)-ethyl]-carbamate are dissolved in 10 ml dichloromethane, combined with 360 μl N,N-diisopropyl-N-ethyl-amine and 560 μl of a 20% solution of phosgene in toluene are added dropwise thereto. After stirring overnight the mixture is diluted with ethyl acetate and washed with semisaturated sodium chloride solution. After drying with magnesium sulphate the solvents are eliminated in vacuo and the residue is extracted from diethyl ether. Reactants: Na, ClC1=C(C(=NC=N1)NS(=O)(=O)C1=CC=C(C=C1)C(F)(F)F)C1=CC=C(C=C1)Cl (N-[6-chloro-5-(p-chloro-phenyl)-4-pyrimidinyl]-α,α,α-trifluoro-p-toluenesulfonamide), C(CO)O (ethylene glycol), Cl (HCl). The solvent is C(C)(=O)OCC (ethyl acetate). Reaction conditions: temperature 100 celsius. Yields the product ClC1=CC=C(C=C1)C=1C(=NC=NC1OCCO)NS(=O)(=O)C1=CC=C(C=C1)C(F)(F)F (N-[5-(p-chlorophenyl)-6-(2-hydroxyethoxy)-4-pyrimidinyl]-α,α,α-trifluoro-p-toluenesulfonamide). As a reaction SMILES: Cl[C:2]1[N:7]=[CH:6][N:5]=[C:4]([NH:8][S:9]([C:12]2[CH:17]=[CH:16][C:15]([C:18]([F:21])([F:20])[F:19])=[CH:14][CH:13]=2)(=[O:11])=[O:10])[C:3]=1[C:22]1[CH:27]=[CH:26][C:25]([Cl:28])=[CH:24][CH:23]=1.Cl.[CH2:30]([OH:33])[CH2:31][OH:32]>C(OCC)(=O)C>[Cl:28][C:25]1[CH:26]=[CH:27][C:22]([C:3]2[C:4]([NH:8][S:9]([C:12]3[CH:13]=[CH:14][C:15]([C:18]([F:19])([F:20])[F:21])=[CH:16][CH:17]=3)(=[O:10])=[O:11])=[N:5][CH:6]=[N:7][C:2]=2[O:32][CH2:31][CH2:30][OH:33])=[CH:23][CH:24]=1. Procedure details: A solution of 0.046 g of Na in 1.5 ml of absolute ethylene glycol was treated with 0.216 g of N-[6-chloro-5-(p-chloro-phenyl)-4-pyrimidinyl]-α,α,α-trifluoro-p-toluenesulfonamide with the exclusion of moisture and heated at 100° C. for 3 hours, thereafter cooled to room temperature and treated with 2.3 ml of 1N HCl. The mixture was taken up in ethyl acetate, the organic extracts were washed with water, dried and evaporated under reduced pressure. The precipitate remaining behind was recrystallize...